From a dataset of the Open Reaction Database (ORD), a public repository of structured organic reaction records. describe an organic reaction: reactants, conditions, products, and yield Reactants: Cc1ccc(C=Cc2sccc2S(=O)(=O)Cl)cc1, Cc1noc(N)c1Br. Product: Cc1ccc(C=Cc2sccc2S(=O)(=O)Nc2onc(C)c2Br)cc1. RXN SMILES: [CH3:1][c:2]1[cH:3][cH:4][c:5]([CH:6]=[CH:7][c:8]2[s:9][cH:10][cH:11][c:12]2[S:13](=[O:14])(=[O:15])[Cl:16])[cH:17][cH:18]1.[NH2:19][c:20]1[c:21]([Br:26])[c:22]([CH3:25])[n:23][o:24]1>>[CH3:1][c:2]1[cH:3][cH:4][c:5]([CH:6]=[CH:7][c:8]2[s:9][cH:10][cH:11][c:12]2[S:13](=[O:14])(=[O:15])[NH:19][c:20]2[c:21]([Br:26])[c:22]([CH3:25])[n:23][o:24]2)[cH:17][cH:18]1. The reactants are CN(C=1C=C(C=CC1)N1C=C(C=2C1=NC=CC2)C(=O)O)C (1-(3-(Dimethylamino)phenyl)-1H-pyrrolo[2,3-b]pyridine-3-carboxylic acid), Cl.CN(CCCN=C=NCC)C (1-(3-dimethylaminopropyl)-3-ethylcarbodiimide hydrochloride), ON1N=NC2=C1C=CC=C2 (1-hydroxybenzotriazole), NC(=N)N (guanidine). Solvent: O1CCCC1 (tetrahydrofuran). Run at temperature 20 celsius, time 16 day. The product is CN(C=1C=C(C=CC1)N1C=C(C=2C1=NC=CC2)C(=O)NC(=N)N)C (N-[1-(3-(Dimethylamino)phenyl)-1H-pyrrolo[2,3-b]pyridine-3-carbonyl]guanidine). Reaction SMILES: [CH3:1][N:2]([CH3:21])[C:3]1[CH:4]=[C:5]([N:9]2[C:13]3=[N:14][CH:15]=[CH:16][CH:17]=[C:12]3[C:11]([C:18]([OH:20])=O)=[CH:10]2)[CH:6]=[CH:7][CH:8]=1.Cl.CN(C)CCCN=C=NCC.ON1C2C=CC=CC=2N=N1.[NH2:44][C:45]([NH2:47])=[NH:46]>O1CCCC1>[CH3:21][N:2]([CH3:1])[C:3]1[CH:4]=[C:5]([N:9]2[C:13]3=[N:14][CH:15]=[CH:16][CH:17]=[C:12]3[C:11]([C:18]([NH:46][C:45]([NH2:47])=[NH:44])=[O:20])=[CH:10]2)[CH:6]=[CH:7][CH:8]=1 |f:1.2|. Procedure details: 1-(3-(Dimethylamino)phenyl)-1H-pyrrolo[2,3-b]pyridine-3-carboxylic acid, 0.46 g (2.4 mmol) of 1-(3-dimethylaminopropyl)-3-ethylcarbodiimide hydrochloride and 0.027 g (0.2 mmol) of 1-hydroxybenzotriazole were added to 0.59 g (10 mmol) of guanidine in 15 cm3 of tetrahydrofuran under an argon atmosphere. After stirring at a temperature in the region of 20° C. for 16 days, the reaction mixture was concentrated to dryness under reduced pressure (2.7 kPa) and the residue was triturated in 20 cm3 of me... Reactants: solution, C(C(=O)Cl)(=O)Cl (oxalylchloride), N1=C(C=CC=C1C)C (2,6-lutidine), ClC=1C=C(C=CC1S(=O)(=O)C)[C@H](C(=O)NC1=NN(C=C1)CC(=O)O)CC1CCCC1 ({3-[2(R)-(3-chloro-4-methanesulfonyl-phenyl)-3-cyclopentyl-propionylamino]-pyrazol-1-yl}-acetic acid), C(C)NCC (diethylamine). Solvent: C(Cl)Cl (methylene chloride), C(Cl)Cl (methylene chloride). Run at temperature 25 celsius, time 1 hour. The product is ClC=1C=C(C=CC1S(=O)(=O)C)[C@H](C(=O)NC1=NN(C=C1)CC(N(CC)CC)=O)CC1CCCC1 (2(R)-(3-chloro-4-methanesulfonyl-phenyl)-3-cyclopentyl-N-(1-diethylcarbamoylmethyl-1H-pyrazol-3-yl)-propionamide). Isolated yield 58.9%. Reaction SMILES: [Cl:1][C:2]1[CH:3]=[C:4]([C@@H:12]([CH2:25][CH:26]2[CH2:30][CH2:29][CH2:28][CH2:27]2)[C:13]([NH:15][C:16]2[CH:20]=[CH:19][N:18]([CH2:21][C:22]([OH:24])=O)[N:17]=2)=[O:14])[CH:5]=[CH:6][C:7]=1[S:8]([CH3:11])(=[O:10])=[O:9].C(Cl)(=O)C(Cl)=O.[N:37]1[C:42](C)=[CH:41]C=[CH:39][C:38]=1C.C(NCC)C>C(Cl)Cl>[Cl:1][C:2]1[CH:3]=[C:4]([C@@H:12]([CH2:25][CH:26]2[CH2:30][CH2:29][CH2:28][CH2:27]2)[C:13]([NH:15][C:16]2[CH:20]=[CH:19][N:18]([CH2:21][C:22](=[O:24])[N:37]([CH2:42][CH3:41])[CH2:38][CH3:39])[N:17]=2)=[O:14])[CH:5]=[CH:6][C:7]=1[S:8]([CH3:11])(=[O:9])=[O:10]. Procedure details: To a solution containing {3-[2(R)-(3-chloro-4-methanesulfonyl-phenyl)-3-cyclopentyl-propionylamino]-pyrazol-1-yl}-acetic acid (prepared in example 3, 100 mg, 0.22 mmol) in methylene chloride (2 mL), was then added a 2.0 M solution of oxalylchloride in methylene chloride (121 μL, 0.24 mmol) at 0° C. and allowed to stir at 25° C. for 1 h, after which time 2,6-lutidine (28 μL, 0.24 mmol) was added to the solution. After 1 h, diethylamine (25 μL, 0.24 mmol) was added and the reaction was allowed to ... The reactants are CC1(CC(NC=2C=C3C(=CC12)NC(=N3)C3=CC=C(C=C3)N)=O)C (8,8-dimethyl-2-(4-aminophenyl)-5,6,7,8-tetrahydro-lH-imidazo[4,5-g]quinolin-6-one), C(C)(=O)O (acetic acid), COC1OC(CC1)OC (2,5-dimethoxytetrahydrofuran). The reagents and catalysts are Cl (hydrochloric acid). Run in O (water). Conditions: time 20 hour. Product: CC1(CC(NC=2C=C3C(=CC12)NC(=N3)C3=CC=C(C=C3)N3C=CC=C3)=O)C (8,8-Dimethyl-2-[4-(1-pyrrolyl)-phenyl]-5,6,7,8-tetrahydro-lH-imidazo[4,5-g]quinolin-6-one). Reaction SMILES: [CH3:1][C:2]1([CH3:23])[C:11]2[CH:10]=[C:9]3[NH:12][C:13]([C:15]4[CH:20]=[CH:19][C:18]([NH2:21])=[CH:17][CH:16]=4)=[N:14][C:8]3=[CH:7][C:6]=2[NH:5][C:4](=[O:22])[CH2:3]1.C(O)(=O)C.CO[CH:30]1[CH2:34][CH2:33][CH:32](OC)O1>Cl.O>[CH3:1][C:2]1([CH3:23])[C:11]2[CH:10]=[C:9]3[NH:12][C:13]([C:15]4[CH:20]=[CH:19][C:18]([N:21]5[CH:30]=[CH:34][CH:33]=[CH:32]5)=[CH:17][CH:16]=4)=[N:14][C:8]3=[CH:7][C:6]=2[NH:5][C:4](=[O:22])[CH2:3]1. Procedure: 3.06 g. 8,8-dimethyl-2-(4-aminophenyl)-5,6,7,8-tetrahydro-lH-imidazo[4,5-g]quinolin-6-one (see Example 38) were allowed to stand for 20 hours at 25° C. with 30 ml. glacial acetic acid, 5 ml. water, 2 drops of concentrated hydrochloric acid and 1.32 ml. 2,5-dimethoxytetrahydrofuran. The reaction mixture was then washed with 100 ml. water. After crystallisation from ethanol, there was obtained 0.8 g. of the title compound; m.p. 329 -350° C. (decomp.). Starting materials: Cc1nc(N)nc2c1C(=O)CC(c1ccccc1-c1ccncc1)C2, Cc1nc(N)nc2c1C(=NO)CC(c1ccccc1-c1ccccc1)C2. Product: Cc1nc(N)nc2c1C(=NO)CC(c1ccccc1-c1ccncc1)C2. As a reaction SMILES: [NH2:1][c:2]1[n:3][c:4]2[c:9]([c:10]([CH3:12])[n:11]1)[C:8](=[O:13])[CH2:7][CH:6]([c:14]1[c:15](-[c:20]3[cH:21][cH:22][n:23][cH:24][cH:25]3)[cH:16][cH:17][cH:18][cH:19]1)[CH2:5]2.[NH2:26][c:27]1[n:28][c:29]([CH3:30])[c:31]2[c:50]([n:51]1)[CH2:49][CH:34]([c:35]1[cH:36][cH:37][cH:40][cH:41][c:42]1-[c:43]1[cH:44][cH:45][cH:46][cH:47][cH:48]1)[CH2:33][C:32]2=[N:38][OH:39]>>[NH2:1][c:2]1[n:3][c:4]2[c:9]([c:10]([CH3:12])[n:11]1)[C:8](=[N:38][OH:39])[CH2:7][CH:6]([c:14]1[c:15](-[c:20]3[cH:21][cH:22][n:23][cH:24][cH:25]3)[cH:16][cH:17][cH:18][cH:19]1)[CH2:5]2. The reactants are CO, [Na+], [OH-], O, COC(=O)n1ncc2c(NC(=O)NCC3CCc4ccccc4N3CCc3ccccc3)cccc21. Yields the product O=C(NCC1CCc2ccccc2N1CCc1ccccc1)Nc1cccc2[nH]ncc12. RXN SMILES: [CH3:39][OH:40].[Na+:38].[OH-:37].[OH2:41].[c:1]1([CH2:7][CH2:8][N:9]2[CH:10]([CH2:19][NH:20][C:21](=[O:22])[NH:23][c:24]3[c:25]4[cH:26][n:27][n:28]([C:33]([O:34][CH3:35])=[O:36])[c:29]4[cH:30][cH:31][cH:32]3)[CH2:11][CH2:12][c:13]3[cH:14][cH:15][cH:16][cH:17][c:18]32)[cH:2][cH:3][cH:4][cH:5][cH:6]1>>[c:1]1([CH2:7][CH2:8][N:9]2[CH:10]([CH2:19][NH:20][C:21](=[O:22])[NH:23][c:24]3[c:25]4[cH:26][n:27][nH:28][c:29]4[cH:30][cH:31][cH:32]3)[CH2:11][CH2:12][c:13]3[cH:14][cH:15][cH:16][cH:17][c:18]32)[cH:2][cH:3][cH:4][cH:5][cH:6]1.